From a dataset of the Open Reaction Database (ORD), a public repository of structured organic reaction records. describe an organic reaction: reactants, conditions, products, and yield Procedure: In accordance with a procedure analogous to that of Example 10, the above compound was prepared from 7,8,9,10-tetrahydro-11-(4-pyridyl)-6H-azepino[1,2-a]indole-2-ol and 2-bromo-2-methyl-propanoic acid ethylester. Product: C(C)OC(C(C)(C)OC=1C=C2C(=C3N(C2=CC1)CCCCC3)C3=CC=NC=C3)=O (2-[7,8,9,10-Tetrahydro-11-(4-pyridyl)-6H-azepino[1,2-a]indole-2-yloxy]-2-methyl-propanoic acid ethylester). Starting materials: N1=CC=C(C=C1)C1=C2N(C3=CC=C(C=C13)O)CCCCC2 (7,8,9,10-tetrahydro-11-(4-pyridyl)-6H-azepino[1,2-a]indole-2-ol), C(C)OC(C(C)(C)Br)=O (2-bromo-2-methyl-propanoic acid ethylester). RXN SMILES: [N:1]1[CH:6]=[CH:5][C:4]([C:7]2[C:15]3[C:10](=[CH:11][CH:12]=[C:13]([OH:16])[CH:14]=3)[N:9]3[CH2:17][CH2:18][CH2:19][CH2:20][CH2:21][C:8]=23)=[CH:3][CH:2]=1.[CH2:22]([O:24][C:25](=[O:30])[C:26](Br)([CH3:28])[CH3:27])[CH3:23]>>[CH2:22]([O:24][C:25](=[O:30])[C:26]([O:16][C:13]1[CH:14]=[C:15]2[C:10](=[CH:11][CH:12]=1)[N:9]1[CH2:17][CH2:18][CH2:19][CH2:20][CH2:21][C:8]1=[C:7]2[C:4]1[CH:5]=[CH:6][N:1]=[CH:2][CH:3]=1)([CH3:28])[CH3:27])[CH3:23]. Starting materials: FC(F)(F)c1ccc(CBr)cc1, Fc1cc(Br)c2[nH]ccc2c1, [H-], [Na+], CN(C)C=O. The product is Fc1cc(Br)c2c(ccn2Cc2ccc(C(F)(F)F)cc2)c1. As a reaction SMILES: [Br:12][CH2:13][c:14]1[cH:15][cH:16][c:17]([C:20]([F:21])([F:22])[F:23])[cH:18][cH:19]1.[Br:1][c:2]1[cH:3][c:4]([F:11])[cH:5][c:6]2[cH:7][cH:8][nH:9][c:10]12.[H-:25].[Na+:24].[O:26]=[CH:27][N:28]([CH3:29])[CH3:30]>>[Br:1][c:2]1[cH:3][c:4]([F:11])[cH:5][c:6]2[cH:7][cH:8][n:9]([CH2:13][c:14]3[cH:15][cH:16][c:17]([C:20]([F:21])([F:22])[F:23])[cH:18][cH:19]3)[c:10]12.